This data is from the Open Reaction Database (ORD), a public repository of structured organic reaction records. The task is: describe an organic reaction: reactants, conditions, products, and yield As a reaction SMILES: N1(C(C2CCCCC2C(O)=O)=O)CCOCC1.[Cl:18][C:19]1[CH:34]=[CH:33][C:22]2[NH:23][C:24]([C:26]3[CH:31]=[CH:30][C:29]([NH2:32])=[CH:28][CH:27]=3)=[N:25][C:21]=2[CH:20]=1.C[O:36][C:37](=[O:50])[C@H:38]([CH2:43][CH:44]1[CH2:49][CH2:48][CH2:47][CH2:46][CH2:45]1)[CH2:39][C:40](O)=[O:41]>>[Cl:18][C:19]1[CH:34]=[CH:33][C:22]2[NH:23][C:24]([C:26]3[CH:27]=[CH:28][C:29]([NH:32][C:40](=[O:41])[CH2:39][CH:38]([CH2:43][CH:44]4[CH2:49][CH2:48][CH2:47][CH2:46][CH2:45]4)[C:37]([OH:50])=[O:36])=[CH:30][CH:31]=3)=[N:25][C:21]=2[CH:20]=1. Isolated yield 51.0%. Reactants: N1(CCOCC1)C(=O)C1C(CCCC1)C(=O)O (2-(Morpholine-4-carbonyl)-cyclohexanecarboxylic acid), ClC1=CC2=C(NC(=N2)C2=CC=C(C=C2)N)C=C1 (4-(5-Chloro-1H-benzoimidazol-2-yl) phenylamine), COC([C@@H](CC(=O)O)CC1CCCCC1)=O ((R)-2-(Cyclohexylmethyl) succinic acid 1-methyl ester). Procedure: This compound was prepared by the procedure described in Example 1 part (a) from 4-(5-Chloro-1H-benzoimidazol-2-yl) phenylamine and (R)-2-(Cyclohexylmethyl) succinic acid 1-methyl ester to give the crude product (2.0 g, 51%), which was used in the next step without further purification. Yields the product ClC1=CC2=C(NC(=N2)C2=CC=C(C=C2)NC(CC(C(=O)O)CC2CCCCC2)=O)C=C1 (N-[4-(5-Chloro-1H-benzoimidazol-2-yl)phenyl]-2-cyclohexylmethyl-succinamic acid). Reactants: N1(CCCCC1)C1=CC=C(C(=O)O)C=C1 (4-piperidin-1-yl-benzoic acid), CCN(C(C)C)C(C)C (DIPEA), Cl.NCC(=O)N1CCN(CC1)C(C1=C(C=CC=C1)C(F)(F)F)=O (2-amino-1-[4-(2-trifluoromethyl-benzoyl)-piperazin-1-yl]-ethanone hydrochloride salt), C=1C=CC2=C(C1)N=NN2O (HOBT), CCN=C=NCCCN(C)C (EDCI). Solvent: O (water), CN(C)C=O (DMF). Run at time 2 minute. Product: O=C(CNC(C1=CC=C(C=C1)N1CCCCC1)=O)N1CCN(CC1)C(C1=C(C=CC=C1)C(F)(F)F)=O (N-{2-Oxo-2-[4-(2-trifluoromethyl-benzoyl)-piperazin-1-yl]-ethyl}-4-piperidin-1-yl-benzamide). Isolated yield 21.8%. As a reaction SMILES: CCN(C(C)C)C(C)C.Cl.[NH2:11][CH2:12][C:13]([N:15]1[CH2:20][CH2:19][N:18]([C:21](=[O:32])[C:22]2[CH:27]=[CH:26][CH:25]=[CH:24][C:23]=2[C:28]([F:31])([F:30])[F:29])[CH2:17][CH2:16]1)=[O:14].C1C=CC2N(O)N=NC=2C=1.CCN=C=NCCCN(C)C.[N:54]1([C:60]2[CH:68]=[CH:67][C:63]([C:64](O)=[O:65])=[CH:62][CH:61]=2)[CH2:59][CH2:58][CH2:57][CH2:56][CH2:55]1>CN(C=O)C.O>[O:14]=[C:13]([N:15]1[CH2:16][CH2:17][N:18]([C:21](=[O:32])[C:22]2[CH:27]=[CH:26][CH:25]=[CH:24][C:23]=2[C:28]([F:31])([F:29])[F:30])[CH2:19][CH2:20]1)[CH2:12][NH:11][C:64](=[O:65])[C:63]1[CH:67]=[CH:68][C:60]([N:54]2[CH2:59][CH2:58][CH2:57][CH2:56][CH2:55]2)=[CH:61][CH:62]=1 |f:1.2|. Procedure: DIPEA (188.6 mg, 0.25 mL, 1.45 mmol) was added to a stirred solution of 2-amino-1-[4-(2-trifluoromethyl-benzoyl)-piperazin-1-yl]-ethanone hydrochloride salt (282.2 mg, 0.8 mmol) in DMF (4 mL). HOBT (108 mg, 0.8 mmol) and EDCI (279.7 mg, 1.45 mmol) were then added at room temperature. After 2 minutes, 4-piperidin-1-yl-benzoic acid (150 mg, 0.729 mmol) was added and the resulting mixture was stirred at room temperature overnight. Cold water was then added and the product was extracted with EtOAc a...